From a dataset of the Open Reaction Database (ORD), a public repository of structured organic reaction records. describe an organic reaction: reactants, conditions, products, and yield Starting materials: N1(N=CCC1C(=O)OC(C)(C)C)C(=O)OC(C)(C)C (Di-tert-butyl 4,5-dihydropyrazole-1,5-dicarboxylate), C(#N)[BH3-].[Na+] (Sodium cyanoborohydride). Run in CCOC(=O)C (EtOAc), C(=O)([O-])[O-].[Na+].[Na+] (Na2CO3), C(C)(=O)O (acetic acid). Conditions: temperature 25 celsius, time 5 hour. The product is crude product, N1(NCCC1C(=O)OC(C)(C)C)C(=O)OC(C)(C)C (di-tert-butyl pyrazolidine-1,5-dicarboxylate). Yield: 100.0%. RXN SMILES: [N:1]1([C:13]([O:15][C:16]([CH3:19])([CH3:18])[CH3:17])=[O:14])[CH:5]([C:6]([O:8][C:9]([CH3:12])([CH3:11])[CH3:10])=[O:7])[CH2:4][CH:3]=[N:2]1.C([BH3-])#N.[Na+]>C(O)(=O)C.CCOC(C)=O.C([O-])([O-])=O.[Na+].[Na+]>[N:1]1([C:13]([O:15][C:16]([CH3:19])([CH3:18])[CH3:17])=[O:14])[CH:5]([C:6]([O:8][C:9]([CH3:11])([CH3:12])[CH3:10])=[O:7])[CH2:4][CH2:3][NH:2]1 |f:1.2,5.6.7|. Procedure details: Di-tert-butyl 4,5-dihydropyrazole-1,5-dicarboxylate (12.65 g, 46.8 mmol) was dissolved in acetic acid (69.2 ml), and the solution was cooled in a water bath. Sodium cyanoborohydride (5.88 g, 94 mmol) was added portionwise under N2. The reaction was stirred at 25° C. for 5 hrs. The solvent was then removed under reduced pressure to give a residue. The residue was diluted with EtOAc (150 mL), and Na2CO3 (sat.) (100 mL) was cautiously added to the solution. The layers were separated and the aq. sol... RXN SMILES: [CH3:1][N:2]1[CH2:3][CH2:4][c:5]2[c:6]([cH:10][cH:11][s:12]2)[CH:7]([OH:9])[CH2:8]1.[Cl:13][c:14]1[cH:15][c:16]([F:21])[cH:17][cH:18][c:19]1[Cl:20]>>[CH3:1][N:2]1[CH2:3][CH2:4][c:5]2[c:6]([cH:10][cH:11][s:12]2)[CH:7]([O:9][c:16]2[cH:15][c:14]([Cl:13])[c:19]([Cl:20])[cH:18][cH:17]2)[CH2:8]1. The reactants are CN1CCc2sccc2C(O)C1, Fc1ccc(Cl)c(Cl)c1. Yields the product CN1CCc2sccc2C(Oc2ccc(Cl)c(Cl)c2)C1. The reactants are Cl.NC1=CC=C2CCC(C2=C1O)CCNC(C)=O (N-[2-(6-Amino-7-hydroxy-2,3-dihydro-1H-inden-1-yl)ethyl]acetamide hydrochloride), COC(OC)(OC)OC (tetramethoxymethane). The solvent is C(C)(=O)OCC (ethyl acetate), C(O)([O-])=O.[Na+] (sodium hydrogencarbonate), O1CCCC1 (tetrahydrofuran). The product is COC=1OC2=C(N1)C=CC=1CCC(C12)CCNC(C)=O (N-[2-(2-Methoxy-7,8-dihydro-6H-indeno[5,4-d][1,3]oxazol-8-yl)ethyl]acetamide). Yield: 57.7%. Reaction SMILES: Cl.[NH2:2][C:3]1[C:11]([OH:12])=[C:10]2[C:6]([CH2:7][CH2:8][CH:9]2[CH2:13][CH2:14][NH:15][C:16](=[O:18])[CH3:17])=[CH:5][CH:4]=1.[CH3:19][O:20][C:21](OC)(OC)OC>O1CCCC1.C(OCC)(=O)C.C(=O)([O-])O.[Na+]>[CH3:19][O:20][C:21]1[O:12][C:11]2[C:10]3[CH:9]([CH2:13][CH2:14][NH:15][C:16](=[O:18])[CH3:17])[CH2:8][CH2:7][C:6]=3[CH:5]=[CH:4][C:3]=2[N:2]=1 |f:0.1,5.6|. Procedure details: N-[2-(6-Amino-7-hydroxy-2,3-dihydro-1H-inden-1-yl)ethyl]acetamide hydrochloride (100 mg, 0.369 mmol) and tetramethoxymethane (151 mg, 1.11 mmol) were heated under reflux in tetrahydrofuran (3.7 mL) for 2 hr. The reaction solution was diluted with ethyl acetate and saturated aqueous sodium hydrogencarbonate solution, washed with saturated brine and dried over anhydrous sodium sulfate. The solvent was evaporated under reduced pressure, and the residue was purified by silica gel column chromatograp... Starting materials: CC(O)(c1ccc(N2CCN(S(=O)(=O)c3cccs3)CC2COS(C)(=O)=O)cc1)C(F)(F)F, CO, Nc1ccccc1. Product: CC(O)(c1ccc(N2CCN(S(=O)(=O)c3cccs3)CC2CNc2ccccc2)cc1)C(F)(F)F. RXN SMILES: [CH3:1][S:2]([O:3][CH2:6][CH:7]1[N:8]([c:21]2[cH:22][cH:23][c:24]([C:27]([C:28]([F:29])([F:30])[F:31])([CH3:32])[OH:33])[cH:25][cH:26]2)[CH2:9][CH2:10][N:11]([S:13](=[O:14])(=[O:15])[c:16]2[s:17][cH:18][cH:19][cH:20]2)[CH2:12]1)(=[O:4])=[O:5].[CH3:41][OH:42].[NH2:34][c:35]1[cH:36][cH:37][cH:38][cH:39][cH:40]1>>[CH2:6]([CH:7]1[N:8]([c:21]2[cH:22][cH:23][c:24]([C:27]([C:28]([F:29])([F:30])[F:31])([CH3:32])[OH:33])[cH:25][cH:26]2)[CH2:9][CH2:10][N:11]([S:13](=[O:14])(=[O:15])[c:16]2[s:17][cH:18][cH:19][cH:20]2)[CH2:12]1)[NH:34][c:35]1[cH:36][cH:37][cH:38][cH:39][cH:40]1.